Dataset: the Open Reaction Database (ORD), a public repository of structured organic reaction records. Task: describe an organic reaction: reactants, conditions, products, and yield The reactants are CCO[SiH](OCC)OCC, C1CCOC1, CC(C)[O-], CC(C)[O-], CC(C)[O-], [Dy+3], [Na+], [OH-], CC(=O)CCc1ccccc1. Product: CC(O)CCc1ccccc1. RXN SMILES: [CH2:14]([O:15][SiH:16]([O:17][CH2:18][CH3:19])[O:20][CH2:21][CH3:22])[CH3:23].[CH2:37]1[O:38][CH2:39][CH2:40][CH2:41]1.[CH3:10][CH:11]([CH3:12])[O-:13].[CH3:1][CH:2]([CH3:3])[O-:4].[CH3:6][CH:7]([CH3:8])[O-:9].[Dy+3:5].[Na+:36].[OH-:35].[c:24]1([CH2:30][CH2:31][C:32]([CH3:33])=[O:34])[cH:25][cH:26][cH:27][cH:28][cH:29]1>>[c:24]1([CH2:30][CH2:31][CH:32]([CH3:33])[OH:34])[cH:25][cH:26][cH:27][cH:28][cH:29]1. Starting materials: CS(=O)(=O)Cl, CCN(C(C)C)C(C)C, CC(C)(C)C(=O)c1cn(CCO)c(C(=O)NCc2cccc(Cl)c2)c(OCc2ccccc2)c1=O, [K+], C1CCOC1, O=S(=O)([O-])O. The product is CC(C)(C)C(=O)c1cn2c(c(OCc3ccccc3)c1=O)C(=O)N(Cc1cccc(Cl)c1)CC2. As a reaction SMILES: [CH3:45][S:46](=[O:47])(=[O:48])[Cl:49].[CH:36]([N:37]([CH2:38][CH3:39])[CH:40]([CH3:41])[CH3:42])([CH3:43])[CH3:44].[Cl:1][c:2]1[cH:3][c:4]([CH2:5][NH:6][C:7](=[O:8])[c:9]2[n:10]([CH2:30][CH2:31][OH:32])[cH:11][c:12]([C:24]([C:25]([CH3:26])([CH3:27])[CH3:28])=[O:29])[c:13](=[O:23])[c:14]2[O:15][CH2:16][c:17]2[cH:18][cH:19][cH:20][cH:21][cH:22]2)[cH:33][cH:34][cH:35]1.[K+:55].[O:56]1[CH2:57][CH2:58][CH2:59][CH2:60]1.[S:50]([O-:51])([OH:52])(=[O:53])=[O:54]>>[Cl:1][c:2]1[cH:3][c:4]([CH2:5][N:6]2[C:7](=[O:8])[c:9]3[n:10]([cH:11][c:12]([C:24]([C:25]([CH3:26])([CH3:27])[CH3:28])=[O:29])[c:13](=[O:23])[c:14]3[O:15][CH2:16][c:17]3[cH:18][cH:19][cH:20][cH:21][cH:22]3)[CH2:30][CH2:31]2)[cH:33][cH:34][cH:35]1. Starting materials: COC1=C2CCC(CC2=CC=C1)N(CCC)CCN1CCNCC1 ((5-Methoxy-1,2,3,4-tetrahydro-naphthalen-2-yl)-(2-piperazin-1-yl-ethyl)-propyl-amine), B(Br)(Br)Br (boron tribromide). Yields the product N1(CCNCC1)CCN(C1CC=2C=CC=C(C2CC1)O)CCC (6-[(2-Piperazin-1-yl-ethyl)-propyl-amino]-5,6,7,8-tetrahydro-naphthalen-1-ol). The yield is 77.5%. As a reaction SMILES: C[O:2][C:3]1[CH:12]=[CH:11][CH:10]=[C:9]2[C:4]=1[CH2:5][CH2:6][CH:7]([N:13]([CH2:17][CH2:18][N:19]1[CH2:24][CH2:23][NH:22][CH2:21][CH2:20]1)[CH2:14][CH2:15][CH3:16])[CH2:8]2.B(Br)(Br)Br>>[N:19]1([CH2:18][CH2:17][N:13]([CH2:14][CH2:15][CH3:16])[CH:7]2[CH2:6][CH2:5][C:4]3[C:3]([OH:2])=[CH:12][CH:11]=[CH:10][C:9]=3[CH2:8]2)[CH2:24][CH2:23][NH:22][CH2:21][CH2:20]1. Procedure details: This compound was prepared from 38b (4.2 g, 12.6 mmol), and boron tribromide (39 ml) following Procedure F to give 39b (3.1 g, 78%). 1H NMR (400 MHz, CDCl3) 0.99-1.02 (t, 3H, 7.6 Hz), 1.28-1.30 (m, 2H), 1.71-1.83 (m, 3H), 2.26-2.29 (m, 1H), 2.57-2.06 (m, 1H), 2.72-2.77 (m, 4H), 2.97-3.07 (m, 5H), 3.16-3.21 (m, 9H), 6.58-6.59 (d, 1H, J=8 Hz), 6.61-6.28 (m, 1H, J=8 Hz), 6.92-6.95 (t, 1H, J=Hz). Reactants: CO, CCOC(=O)c1nc(-c2ccc(NC(=O)c3nc(Cl)c(CC)[nH]3)cc2)oc1CC, [Li+], C1CCOC1, [OH-]. RXN SMILES: [CH3:32][OH:33].[Cl:1][c:2]1[n:3][c:4]([C:9](=[O:10])[NH:11][c:12]2[cH:13][cH:14][c:15](-[c:18]3[o:19][c:20]([CH2:28][CH3:29])[c:21]([C:23](=[O:24])[O:25][CH2:26][CH3:27])[n:22]3)[cH:16][cH:17]2)[nH:5][c:6]1[CH2:7][CH3:8].[Li+:30].[O:34]1[CH2:35][CH2:36][CH2:37][CH2:38]1.[OH-:31]>>[Cl:1][c:2]1[n:3][c:4]([C:9](=[O:10])[NH:11][c:12]2[cH:13][cH:14][c:15](-[c:18]3[o:19][c:20]([CH2:28][CH3:29])[c:21]([C:23](=[O:24])[OH:25])[n:22]3)[cH:16][cH:17]2)[nH:5][c:6]1[CH2:7][CH3:8]. The product is CCc1[nH]c(C(=O)Nc2ccc(-c3nc(C(=O)O)c(CC)o3)cc2)nc1Cl. Starting materials: CC(C)(C)c1ccc(OS(C)(=O)=O)c(C(C)(C)C)c1, CO, O=C[O-], [Na+], O. Product: CC(C)(C)c1cccc(C(C)(C)C)c1. Reaction SMILES: [CH3:1][S:2]([O:3][c:6]1[c:7]([C:16]([CH3:17])([CH3:18])[CH3:19])[cH:8][c:9]([C:12]([CH3:13])([CH3:14])[CH3:15])[cH:10][cH:11]1)(=[O:4])=[O:5].[CH3:24][OH:25].[CH:20]([O-:21])=[O:22].[Na+:23].[OH2:26]>>[cH:6]1[c:7]([C:16]([CH3:17])([CH3:18])[CH3:19])[cH:8][c:9]([C:12]([CH3:13])([CH3:14])[CH3:15])[cH:10][cH:11]1.